From a dataset of the Open Reaction Database (ORD), a public repository of structured organic reaction records. describe an organic reaction: reactants, conditions, products, and yield The reactants are IC=1C=C(C=CC1)O (3-iodophenol), [OH-].[K+] (potassium hydroxide), BrCC1=CC2=CC=CC=C2C=C1 (2-(bromomethyl) naphthalene). Run in C(C)O (ethanol). Product: IC=1C=C(OCC2=CC3=CC=CC=C3C=C2)C=CC1 (2-(3-Iodophenoxymethyl)-naphthalene). Reaction SMILES: [I:1][C:2]1[CH:3]=[C:4]([OH:8])[CH:5]=[CH:6][CH:7]=1.[OH-].[K+].Br[CH2:12][C:13]1[CH:22]=[CH:21][C:20]2[C:15](=[CH:16][CH:17]=[CH:18][CH:19]=2)[CH:14]=1>C(O)C>[I:1][C:2]1[CH:3]=[C:4]([CH:5]=[CH:6][CH:7]=1)[O:8][CH2:12][C:13]1[CH:22]=[CH:21][C:20]2[C:15](=[CH:16][CH:17]=[CH:18][CH:19]=2)[CH:14]=1 |f:1.2|. Reported procedure: To a solution of 3-iodophenol (4.0 g, 18 mmol) in ethanol (40 mL) is added potassium hydroxide (1.0 g, 18 mmol) and 2-(bromomethyl) naphthalene (4.0 g, 18 mmol) and this mixture is refluxed overnight. The hot reaction is filtered and the filtrate is chilled in ice. The ensuing precipitate is collected by filtration to give the title compound. 1H NMR (300 MHz, CDCl3) δ 7.84-7.89 (m, 4H), 7.48-7.53 (m, 3H), 7.40 (d, 1H), 7.29-7.32 (m, 1H), 6.95-7.04 (m, 2H), 5.20 (s, 2H); MS (EI) 360 (M)+. Starting materials: C(C)(C)(C)OC(NC1=C(C=C(C=C1)C1=CC=C(C=C1)C1=CC=CC=C1)[N+](=O)[O-])=O ((3″-nitro-[1,1′;4′,1″]terphenyl-4″-yl)-carbamic acid tert.-butyl ester). The reagents and catalysts are [Pd] (Pd/C). Product: C(C)(C)(C)OC(NC1=C(C=C(C=C1)C1=CC=C(C=C1)C1=CC=CC=C1)N)=O ((3″-Amino-[1,1′;4′,1″]terphenyl-4″-yl)-carbamic acid tert.-butyl ester). The yield is 118.7%. Reaction SMILES: [C:1]([O:5][C:6](=[O:29])[NH:7][C:8]1[CH:13]=[CH:12][C:11]([C:14]2[CH:19]=[CH:18][C:17]([C:20]3[CH:25]=[CH:24][CH:23]=[CH:22][CH:21]=3)=[CH:16][CH:15]=2)=[CH:10][C:9]=1[N+:26]([O-])=O)([CH3:4])([CH3:3])[CH3:2]>[Pd]>[C:1]([O:5][C:6](=[O:29])[NH:7][C:8]1[CH:13]=[CH:12][C:11]([C:14]2[CH:19]=[CH:18][C:17]([C:20]3[CH:21]=[CH:22][CH:23]=[CH:24][CH:25]=3)=[CH:16][CH:15]=2)=[CH:10][C:9]=1[NH2:26])([CH3:4])([CH3:2])[CH3:3]. Reported procedure: Prepared from (3″-nitro-[1,1′;4′,1″]terphenyl-4″-yl)-carbamic acid tert.-butyl ester (Example C12) (160 mg, 0.409 mmol) by catalytic hydrogenation with Pd/C according to the general procedure G (method a). Obtained as a beige solid (175 mg). Reactants: C(C)(C)(C)[SiH2]OC([C@@H](C(C)C)N)(C)C ((R)-1-(tert-butyl-dimethyl-silanyloxymethyl)-2-methyl-propylamine), BrC=1C=NC=C(C1)Br (3,5-dibromopyridine). Yields the product BrC=1C=C(C=NC1)N[C@H](C(C)C)C(O[SiH2]C(C)(C)C)(C)C ((5-bromo-pyridin-3-yl)-[(R)-1-(tert-butyl-dimethyl-silanyloxymethyl)-2-methyl-propyl]-amine). As a reaction SMILES: [C:1]([SiH2:5][O:6][C:7]([CH3:14])([CH3:13])[C@H:8]([NH2:12])[CH:9]([CH3:11])[CH3:10])([CH3:4])([CH3:3])[CH3:2].[Br:15][C:16]1[CH:17]=[N:18][CH:19]=[C:20](Br)[CH:21]=1>>[Br:15][C:16]1[CH:21]=[C:20]([NH:12][C@@H:8]([C:7]([CH3:13])([CH3:14])[O:6][SiH2:5][C:1]([CH3:4])([CH3:3])[CH3:2])[CH:9]([CH3:10])[CH3:11])[CH:19]=[N:18][CH:17]=1. Procedure details: In analogy to the procedures described for the preparation of intermediate A-3 [B] and A-3 [C]: i) (R)-1-(tert-butyl-dimethyl-silanyloxymethyl)-2-methyl-propylamine has been reacted with 3,5-dibromopyridine to give (5-bromo-pyridin-3-yl)-[(R)-1-(tert-butyl-dimethyl-silanyloxymethyl)-2-methyl-propyl]-amine; ii) subsequent condensation with 1-methyl-6-(4,4,5,5-tetramethyl-[1,3,2]dioxaborolan-2-yl)-3,4-dihydro-1H-quinolin-2-one (intermediate A-1) gave the title compound as light yellow amorphous so... The reactants are C=C1CC(C1)C#N (3-methylenecyclobutanecarbonitrile), ClC1=NC=CC=C1F (2-chloro-3-fluoropyridine), C[Si](C)(C)[N-][Si](C)(C)C.[Na+] (NaHMDS). Run in C1(=CC=CC=C1)C (toluene). Reaction conditions: time 8 hour. Product: FC=1C(=NC=CC1)C1(CC(C1)=C)C#N (1-(3-Fluoropyridin-2-yl)-3-methylenecyclobutanecarbonitrile). The yield is 89767.9%. As a reaction SMILES: [CH2:1]=[C:2]1[CH2:5][CH:4]([C:6]#[N:7])[CH2:3]1.Cl[C:9]1[C:14]([F:15])=[CH:13][CH:12]=[CH:11][N:10]=1.C[Si]([N-][Si](C)(C)C)(C)C.[Na+]>C1(C)C=CC=CC=1>[F:15][C:14]1[C:9]([C:4]2([C:6]#[N:7])[CH2:5][C:2](=[CH2:1])[CH2:3]2)=[N:10][CH:11]=[CH:12][CH:13]=1 |f:2.3|. Procedure details: To a solution of 3-methylenecyclobutanecarbonitrile (150 g, 1.61 mol, 1 equiv) and 2-chloro-3-fluoropyridine (212 g, 1.61 mmol, 1 equiv) in toluene (1 L) was added NaHMDS (2 M in THF, 885 mL, 1.1 equiv) dropwise at 0-10° C. Upon completion of addition, the reaction mixture was warmed to rt, stirred overnight, and quenched with NH4C(sat.) solution. The organic layer was washed with water (500 mL×2) and brine (500 mL), dried over Na2SO4, filtered, and concentrated to give a crude title compound (2... The reactants are CO, CC(C)Cn1cnc2c(Cl)nc3ccccc3c21, N. Product: CC(C)Cn1cnc2c(N)nc3ccccc3c21. Reaction SMILES: [CH3:20][OH:21].[Cl:1][c:2]1[n:3][c:4]2[cH:5][cH:6][cH:7][cH:8][c:9]2[c:10]2[c:11]1[n:12][cH:13][n:14]2[CH2:15][CH:16]([CH3:17])[CH3:18].[NH3:19]>>[c:2]1([NH2:19])[n:3][c:4]2[cH:5][cH:6][cH:7][cH:8][c:9]2[c:10]2[c:11]1[n:12][cH:13][n:14]2[CH2:15][CH:16]([CH3:17])[CH3:18]. Starting materials: CC(C)OB(OC(C)C)OC(C)C, [Li]CCCC, C1CCOC1, CC(C)NC(C)C, Clc1cccnc1N=C(c1ccccc1)c1ccccc1, [Na+], O, O=S([O-])O. Product: O=c1cc[nH]c(N=C(c2ccccc2)c2ccccc2)c1Cl. As a reaction SMILES: [B:22]([O:23][CH:32]([CH3:33])[CH3:34])([O:24][CH:25]([CH3:26])[CH3:27])[O:28][CH:29]([CH3:30])[CH3:31].[CH2:42]([Li:43])[CH2:44][CH2:45][CH3:46].[CH2:53]1[O:54][CH2:55][CH2:56][CH2:57]1.[CH:35]([NH:36][CH:37]([CH3:38])[CH3:39])([CH3:40])[CH3:41].[Cl:1][c:2]1[c:3]([N:8]=[C:9]([c:10]2[cH:11][cH:12][cH:13][cH:14][cH:15]2)[c:16]2[cH:17][cH:18][cH:19][cH:20][cH:21]2)[n:4][cH:5][cH:6][cH:7]1.[Na+:51].[OH2:52].[S:47](=[O:48])([OH:49])[O-:50]>>[Cl:1][c:2]1[c:3]([N:8]=[C:9]([c:10]2[cH:11][cH:12][cH:13][cH:14][cH:15]2)[c:16]2[cH:17][cH:18][cH:19][cH:20][cH:21]2)[nH:4][cH:5][cH:6][c:7]1=[O:23]. Reactants: 5-{[1-(N,N-dimethylglycyl)-5-(methyloxy)-2,3-dihydro-1H-indol-6-yl]amino}-3,14-dihydro-7H-6I5-benzo[g]pyrrolo[2′,3′:4,5]pyrimido[6,1-b]quinazolin-7-one, [Na+].[Cl-] (NaCl), CN(CC(=O)N1CCC2=CC(=C(C=C12)NC=1N=C(C2=C(N1)N(C=C2)S(=O)(=O)C2=CC=C(C=C2)C)NC=2C(=CC1=CC=CC=C1C2)C(=O)NC)OC)C (3-({2-{[1-(N,N-dimethylglycyl)-5-(methyloxy)-2,3-dihydro-1H-indol-6-yl]amino}-7-[(4-methylphenyl)sulfonyl]-7H-pyrrolo[2,3-d]pyrimidin-4-yl}amino)-N-methyl-2-naphthalenecarboxamide), C[O-].[Na+] (sodium methoxide), CN (methyl amine). Run in CO.C1CCOC1 (MeOH THF), O1CCCC1 (tetrahydrofuran), C(C)(=O)OCC (ethyl acetate), O1CCCC1 (tetrahydrofuran). Reaction conditions: temperature 80 celsius, time 12 hour. The product is CN(CC(=O)N1CCC2=CC(=C(C=C12)NC1=NC(=C2C(N1)=NC=C2)NC=2C(=CC1=CC=CC=C1C2)C(=O)NC)OC)C (3-[(2-{[1-(N,N-dimethylglycyl)-5-(methyloxy)-2,3-dihydro-1H-indol-6-yl]amino}-1H-pyrrolo[2,3-d]pyrimidin-4-yl)amino]-N-methyl-2-naphthalenecarboxamide). Yield: 70.1%. Reaction SMILES: CN.[CH3:3][N:4]([CH3:54])[CH2:5][C:6]([N:8]1[C:16]2[C:11](=[CH:12][C:13]([O:52][CH3:53])=[C:14]([NH:17][C:18]3[N:19]=[C:20]([NH:37][C:38]4[C:39]([C:48]([NH:50][CH3:51])=[O:49])=[CH:40][C:41]5[C:46]([CH:47]=4)=[CH:45][CH:44]=[CH:43][CH:42]=5)[C:21]4[CH:26]=[CH:25][N:24](S(C5C=CC(C)=CC=5)(=O)=O)[C:22]=4[N:23]=3)[CH:15]=2)[CH2:10][CH2:9]1)=[O:7].C[O-].[Na+].[Na+].[Cl-]>O1CCCC1.CO.C1COCC1.C(OCC)(=O)C>[CH3:54][N:4]([CH3:3])[CH2:5][C:6]([N:8]1[C:16]2[C:11](=[CH:12][C:13]([O:52][CH3:53])=[C:14]([NH:17][C:18]3[NH:23][C:22]4=[N:24][CH:25]=[CH:26][C:21]4=[C:20]([NH:37][C:38]4[C:39]([C:48]([NH:50][CH3:51])=[O:49])=[CH:40][C:41]5[C:46]([CH:47]=4)=[CH:45][CH:44]=[CH:43][CH:42]=5)[N:19]=3)[CH:15]=2)[CH2:10][CH2:9]1)=[O:7] |f:2.3,4.5,7.8|. Procedure details: Filtrates containing 5-{[1-(N,N-dimethylglycyl)-5-(methyloxy)-2,3-dihydro-1H-indol-6-yl]amino}-3,14-dihydro-7H-6I5-benzo[g]pyrrolo[2′,3′:4,5]pyrimido[6,1-b]quinazolin-7-one (generated above) were taken to a residue under reduced pressure, redissolved in tetrahydrofuran, and 2.0M methyl amine in tetrahydrofuran (5 mL) was added. The solution was stirred for 12 hours and all solids were evaporated under reduced pressure to generate crude 3-({2-{[1-(N,N-dimethylglycyl)-5-(methyloxy)-2,3-dihydro-1H-... Starting materials: C1(CC1)C#CC1=C(C=C(C(=O)OCC)C=C1)OCC1CC1 (Ethyl 4-(2-cyclopropylethynyl)-3-(cyclopropylmethoxy)benzoate), [Li+].[OH-] (LiOH), CO (methanol). Solvent: O (water). Product: C1(CC1)C#CC1=C(C=C(C(=O)O)C=C1)OCC1CC1 (4-(Cyclopropylethynyl)-3-(cyclopropylmethoxy)benzoic acid). The yield is 104.0%. Reaction SMILES: [CH:1]1([C:4]#[C:5][C:6]2[CH:16]=[CH:15][C:9]([C:10]([O:12]CC)=[O:11])=[CH:8][C:7]=2[O:17][CH2:18][CH:19]2[CH2:21][CH2:20]2)[CH2:3][CH2:2]1.[Li+].[OH-].CO>O>[CH:1]1([C:4]#[C:5][C:6]2[CH:16]=[CH:15][C:9]([C:10]([OH:12])=[O:11])=[CH:8][C:7]=2[O:17][CH2:18][CH:19]2[CH2:21][CH2:20]2)[CH2:2][CH2:3]1 |f:1.2|. Reported procedure: Ethyl 4-(2-cyclopropylethynyl)-3-(cyclopropylmethoxy)benzoate (0.47 g, 1.65 mmol) and LiOH (120 mg, 4.96 mmol) were placed in a 3:1 mixture of methanol:water (50 mL) and heated at 60° C. for 3.5 h. The reaction was cooled and concentrated in vacuo to a volume of 20 mL, then placed in an ice-water bath and acidified to pH 5 with conc. HCl. A white solid precipitated which was filtered and washed thoroughly with water. The solid was dried in the vacuum oven to give the product (0.44 g, 98%). m/z=2... The reactants are NC1=NC2(CO1)c1cc(I)ccc1Oc1ncc(Br)cc12, O=C([O-])[O-], OB(O)c1cccnc1F, [K+], [K+], c1ccc(P(c2ccccc2)(c2ccccc2)[Pd](P(c2ccccc2)(c2ccccc2)c2ccccc2)(P(c2ccccc2)(c2ccccc2)c2ccccc2)P(c2ccccc2)(c2ccccc2)c2ccccc2)cc1. Yields the product NC1=NC2(CO1)c1cc(-c3cccnc3F)ccc1Oc1ncc(Br)cc12. As a reaction SMILES: [Br:1][c:2]1[cH:3][c:4]2[c:5]([n:6][cH:7]1)[O:8][c:9]1[cH:10][cH:11][c:12]([I:21])[cH:13][c:14]1[C:15]21[N:16]=[C:17]([NH2:20])[O:18][CH2:19]1.[C:32](=[O:33])([O-:34])[O-:35].[F:22][c:23]1[n:24][cH:25][cH:26][cH:27][c:28]1[B:29]([OH:30])[OH:31].[K+:36].[K+:37].[cH:38]1[cH:39][cH:40][c:41]([P:42]([Pd:43]([P:44]([c:45]2[cH:46][cH:47][cH:48][cH:49][cH:50]2)([c:51]2[cH:52][cH:53][cH:54][cH:55][cH:56]2)[c:57]2[cH:58][cH:59][cH:60][cH:61][cH:62]2)([P:63]([c:64]2[cH:65][cH:66][cH:67][cH:68][cH:69]2)([c:70]2[cH:71][cH:72][cH:73][cH:74][cH:75]2)[c:76]2[cH:77][cH:78][cH:79][cH:80][cH:81]2)[P:82]([c:83]2[cH:84][cH:85][cH:86][cH:87][cH:88]2)([c:89]2[cH:90][cH:91][cH:92][cH:93][cH:94]2)[c:95]2[cH:96][cH:97][cH:98][cH:99][cH:100]2)([c:101]2[cH:102][cH:103][cH:104][cH:105][cH:106]2)[c:107]2[cH:108][cH:109][cH:110][cH:111][cH:112]2)[cH:113][cH:114]1>>[Br:1][c:2]1[cH:3][c:4]2[c:5]([n:6][cH:7]1)[O:8][c:9]1[cH:10][cH:11][c:12](-[c:28]3[c:23]([F:22])[n:24][cH:25][cH:26][cH:27]3)[cH:13][c:14]1[C:15]21[N:16]=[C:17]([NH2:20])[O:18][CH2:19]1. The reactants are C(=O)(O)[O-].[Na+] (NaHCO3), 1,1-carbonylimidazole, C(C)OC(=O)[C@H](CCC1=CC=CC=C1)N[C@@H](C)C(=O)O (N-[(1S)-1-(ethoxycarbonyl)-3-phenylpropyl]-L-alanine), S(=O)(=O)([O-])[O-].[Mg+2] (magnesium sulphate), [N+](=O)([O-])OCCCOC([C@H]1NCCC1)=O (L-proline 3-nitrooxypropyl ester). Run in [Cl-].[Na+].O (brine), CCOC(=O)C (EtOAc), CCOC(=O)C (EtOAc). Reaction conditions: time 1 hour. Yields the product [N+](=O)([O-])OCCCOC([C@H]1N(CCC1)C([C@@H](N[C@@H](CCC1=CC=CC=C1)C(=O)OCC)C)=O)=O (N-[(1S)-1-(ethoxycarbonyl)-3-phenylpropyl]-L-alanyl-L-proline 3-nitrooxypropyl ester). Isolated yield 40.9%. RXN SMILES: [CH2:1]([O:3][C:4]([C@@H:6]([NH:15][C@H:16]([C:18]([OH:20])=O)[CH3:17])[CH2:7][CH2:8][C:9]1[CH:14]=[CH:13][CH:12]=[CH:11][CH:10]=1)=[O:5])[CH3:2].[N+:21]([O:24][CH2:25][CH2:26][CH2:27][O:28][C:29](=[O:35])[C@@H:30]1[CH2:34][CH2:33][CH2:32][NH:31]1)([O-:23])=[O:22].C([O-])(O)=O.[Na+].S([O-])([O-])(=O)=O.[Mg+2]>CCOC(C)=O.[Cl-].[Na+].O>[N+:21]([O:24][CH2:25][CH2:26][CH2:27][O:28][C:29](=[O:35])[C@@H:30]1[CH2:34][CH2:33][CH2:32][N:31]1[C:18](=[O:20])[C@H:16]([CH3:17])[NH:15][C@H:6]([C:4]([O:3][CH2:1][CH3:2])=[O:5])[CH2:7][CH2:8][C:9]1[CH:10]=[CH:11][CH:12]=[CH:13][CH:14]=1)([O-:23])=[O:22] |f:2.3,4.5,7.8.9|. Reported procedure: To a suspension of 1,1-carbonylimidazole (22 g, 136 mmol) in EtOAc (150 mL) a solution of commercial N-[(1S)-1-(ethoxycarbonyl)-3-phenylpropyl]-L-alanine (20.2 g, 72.32 mmol) in EtOAc (100 mL) was added dropwise in 10 minutes. The resulting solution was stirred at room temperature for 1 hour then L-proline 3-nitrooxypropyl ester (28.8 g, 113 mmol) was added and the mixture was stirred for 16 hours. Then was treated with saturated NaHCO3 and brine. The organic layer was anhydrified with magnesium...